Dataset: the Open Reaction Database (ORD), a public repository of structured organic reaction records. Task: describe an organic reaction: reactants, conditions, products, and yield Reactants: CCCCCCCCc1ccc2c(CC(CO)(CO)NC(C)=O)cn(C(=O)OC(C)(C)C)c2c1, ClCCl, O=C(O)C(F)(F)F. Product: CCCCCCCCc1ccc2c(CC(CO)(CO)NC(C)=O)c[nH]c2c1. Reaction SMILES: [C:1]([O:2][C:3](=[O:4])[n:8]1[cH:9][c:10]([CH2:25][C:26]([CH2:27][OH:28])([CH2:29][OH:30])[NH:31][C:32]([CH3:33])=[O:34])[c:11]2[cH:12][cH:13][c:14]([CH2:17][CH2:18][CH2:19][CH2:20][CH2:21][CH2:22][CH2:23][CH3:24])[cH:15][c:16]12)([CH3:5])([CH3:6])[CH3:7].[CH2:42]([Cl:43])[Cl:44].[OH:35][C:36]([C:37]([F:38])([F:39])[F:40])=[O:41]>>[nH:8]1[cH:9][c:10]([CH2:25][C:26]([CH2:27][OH:28])([CH2:29][OH:30])[NH:31][C:32]([CH3:33])=[O:34])[c:11]2[cH:12][cH:13][c:14]([CH2:17][CH2:18][CH2:19][CH2:20][CH2:21][CH2:22][CH2:23][CH3:24])[cH:15][c:16]12. The reactants are COC(=O)C=1C=NN(C1CBr)C(C)(C)C (5-bromomethyl-1-tert-butyl-1H-pyrazole-4-carboxylic acid methyl ester), [O-]CC.[Na+] (sodium ethoxide), C(C)O (ethanol). Run at temperature 90 celsius, time 2.5 hour. Product: C(C)OC(=O)C=1C=NN(C1COCC)C(C)(C)C (1-tert-butyl-5-ethoxymethyl-1H-pyrazole-4-carboxylic acid ethyl ester). Yield: 51.0%. As a reaction SMILES: [CH3:1][O:2][C:3]([C:5]1[CH:6]=[N:7][N:8]([C:12]([CH3:15])([CH3:14])[CH3:13])[C:9]=1[CH2:10]Br)=[O:4].[O-:16][CH2:17][CH3:18].[Na+].[CH2:20](O)C>>[CH2:1]([O:2][C:3]([C:5]1[CH:6]=[N:7][N:8]([C:12]([CH3:15])([CH3:14])[CH3:13])[C:9]=1[CH2:10][O:16][CH2:17][CH3:18])=[O:4])[CH3:20] |f:1.2|. Procedure: A solution of 5-bromomethyl-1-tert-butyl-1H-pyrazole-4-carboxylic acid methyl ester (220 mg, 0.79 mmol) in ethanol (4.0 mL, 0.2M) was treated with sodium ethoxide (65.4 mg, 0.96 mmol). The reaction mixture was warmed to 90° C. where it was stirred for 2.5 h. At this time, the reaction was concentrated in vacuo. The residue was partitioned between ethyl acetate (75 mL) and water (50 mL). The organics were washed with a saturated aqueous sodium bicarbonate solution (1×50 mL) and a saturated aqueou... The reactants are C(#N)C=1C=CC2=C(S(C3=C(C=C2)C=C(C=C3)[N+](=O)[O-])(=O)=O)C1 (3-cyano-8-nitrodibenzo[b,f]-thiepin-5,5-dioxide), C(C)(=O)O (acetic acid), S(O)(O)(=O)=O (sulfuric acid), acid. Product: [N+](=O)([O-])C=1C=CC2=C(C=CC3=C(S2(=O)=O)C=C(C=C3)C(=O)O)C1 (8-Nitrodibenzo[b,f]thiepin-3-carboxylic Acid 5,5-dioxide). RXN SMILES: C(C1[CH:4]=[CH:5][C:6]2[CH:12]=[CH:11][C:10]3[CH:13]=[C:14]([N+:17]([O-:19])=[O:18])[CH:15]=[CH:16][C:9]=3[S:8](=[O:21])(=[O:20])[C:7]=2[CH:22]=1)#N.S(=O)(=O)(O)O.[C:28]([OH:31])(=[O:30])[CH3:29]>>[N+:17]([C:14]1[CH:15]=[CH:16][C:9]2[S:8](=[O:21])(=[O:20])[C:7]3[CH:22]=[C:29]([C:28]([OH:31])=[O:30])[CH:4]=[CH:5][C:6]=3[CH:12]=[CH:11][C:10]=2[CH:13]=1)([O-:19])=[O:18]. Procedure: 400 Mg. 3-cyano-8-nitrodibenzo[b,f]-thiepin-5,5-dioxide is refluxed in 5 cc. acetic acid and 5 cc. 50% aqueous sulfuric acid for 24 hours. The mixture is cooled down, the crystallized material is filtered, washed with water, dried at 135° C. in vacuum to yield 345 mg. (81.2%) acid, m.p. 310°-312° C. Starting materials: ClC1=C(C=C(CNC(=O)C2(CC2)C(F)(F)F)C=C1)N=C=S (N-(4-chloro-3-isothiocyanato-benzyl)-1-trifluoromethyl-cyclopropanecarboxamide), ClC=1C(=CC(=C(N)C1)NC)N1CCN(CC1)C (5-chloro-2-methylamino-4-(4-methyl-piperazin-1-yl)-aniline), C(CCl)Cl (EDC). Solvent: CC#N (MeCN). The product is ClC1=C(C=C(CNC(=O)C2(CC2)C(F)(F)F)C=C1)NC1=NC2=C(N1C)C=C(C(=C2)Cl)N2CCN(CC2)C (N-{4-Chloro-3-[5-chloro-1-methyl-6-(4-methyl-piperazin-1-yl)-1H-benzimidazol-2-ylamino]-benzyl}-1-trifluoromethyl-cyclopropanecarboxamide). RXN SMILES: [Cl:1][C:2]1[CH:18]=[CH:17][C:5]([CH2:6][NH:7][C:8]([C:10]2([C:13]([F:16])([F:15])[F:14])[CH2:12][CH2:11]2)=[O:9])=[CH:4][C:3]=1[N:19]=[C:20]=S.[Cl:22][C:23]1[C:24]([N:32]2[CH2:37][CH2:36][N:35]([CH3:38])[CH2:34][CH2:33]2)=[CH:25][C:26]([NH:30][CH3:31])=[C:27]([CH:29]=1)[NH2:28].C(Cl)CCl>CC#N>[Cl:1][C:2]1[CH:18]=[CH:17][C:5]([CH2:6][NH:7][C:8]([C:10]2([C:13]([F:16])([F:15])[F:14])[CH2:12][CH2:11]2)=[O:9])=[CH:4][C:3]=1[NH:19][C:20]1[N:30]([CH3:31])[C:26]2[CH:25]=[C:24]([N:32]3[CH2:33][CH2:34][N:35]([CH3:38])[CH2:36][CH2:37]3)[C:23]([Cl:22])=[CH:29][C:27]=2[N:28]=1. Procedure details: The title compound was prepared from N-(4-chloro-3-isothiocyanato-benzyl)-1-trifluoromethyl-cyclopropanecarboxamide (176 mg, 0.5 mmol), 5-chloro-2-methylamino-4-(4-methyl-piperazin-1-yl)-aniline (134 mg, 0.5 mmol) and EDC (93 μL, 0.5 mmol) in MeCN (5 mL) in analogy to example 1 step (g). Isolated yield 32.3%. The reactants are ClC1=CC(=C(C=C1OC(F)F)NN)F (4-chloro-5-difluoromethoxy-2-fluorophenylhydrazine), C1(=CC=CC=C1)C (toluene), C(C)OC(=O)C1C(CCCC1)=O (2-ethoxycarbonylcyclohexanone), resultant mixture, O (water). Reported procedure: To 12.7 g of 4-chloro-5-difluoromethoxy-2-fluorophenylhydrazine were added 127 ml of toluene and 9.5 g of 2-ethoxycarbonylcyclohexanone V-1, and the resultant mixture was refluxed for 24 hours. After cooling, the reaction mixture was mixed with water and shaken with chloroform. The chloroform layer was dried and concentrated. The residue was chromatographed on a column of silica gel, eluting with n-hexane-ethyl acetate (1:1 v/v). The elutate was concentrated to give 6,0 g of the titled compound ... Product: ClC1=CC(=C(C=C1OC(F)F)N1NC=2CCCCC2C1=O)F (2-(4-Chloro-5-difluoromethoxy-2-fluorophenyl)-1,2,4,5,6,7-hexahydro-3H-indazol-3-one). RXN SMILES: [Cl:1][C:2]1[C:7]([O:8][CH:9]([F:11])[F:10])=[CH:6][C:5]([NH:12][NH2:13])=[C:4]([F:14])[CH:3]=1.C1(C)C=CC=CC=1.C([O:24][C:25]([CH:27]1[CH2:32][CH2:31][CH2:30][CH2:29][C:28]1=O)=O)C.O>C(Cl)(Cl)Cl>[Cl:1][C:2]1[C:7]([O:8][CH:9]([F:11])[F:10])=[CH:6][C:5]([N:12]2[C:25](=[O:24])[C:27]3[CH2:32][CH2:31][CH2:30][CH2:29][C:28]=3[NH:13]2)=[C:4]([F:14])[CH:3]=1. Run in C(Cl)(Cl)Cl (chloroform).